This data is from the Open Reaction Database (ORD), a public repository of structured organic reaction records. The task is: describe an organic reaction: reactants, conditions, products, and yield The reactants are CC(=O)O[BH-](OC(C)=O)OC(C)=O, CNC, CCO, O=C1CCC(c2c[nH]c3ccc(F)cc23)C1, [Na+]. Yields the product CN(C)C1CCC(c2c[nH]c3ccc(F)cc23)C1. As a reaction SMILES: [C:20]([O:21][BH-:22]([O:23][C:24](=[O:25])[CH3:26])[O:27][C:28](=[O:29])[CH3:30])(=[O:31])[CH3:32].[CH3:17][NH:18][CH3:19].[CH3:34][CH2:35][OH:36].[F:1][c:2]1[cH:3][c:4]2[c:5]([CH:11]3[CH2:12][C:13](=[O:16])[CH2:14][CH2:15]3)[cH:6][nH:7][c:8]2[cH:9][cH:10]1.[Na+:33]>>[F:1][c:2]1[cH:3][c:4]2[c:5]([CH:11]3[CH2:12][CH:13]([N:18]([CH3:17])[CH3:19])[CH2:14][CH2:15]3)[cH:6][nH:7][c:8]2[cH:9][cH:10]1. The reactants are ClCCl, O=CCCCN1C(=O)c2ccccc2C1=O, CC(N)c1ccccn1. Product: CC(NCCCCN1C(=O)c2ccccc2C1=O)c1ccccn1. As a reaction SMILES: [Cl:26][CH2:27][Cl:28].[O:10]=[C:11]1[N:12]([CH2:21][CH2:22][CH2:23][CH:24]=[O:25])[C:13](=[O:20])[c:14]2[cH:15][cH:16][cH:17][cH:18][c:19]21.[n:1]1[c:2]([CH:7]([CH3:8])[NH2:9])[cH:3][cH:4][cH:5][cH:6]1>>[n:1]1[c:2]([CH:7]([CH3:8])[NH:9][CH2:24][CH2:23][CH2:22][CH2:21][N:12]2[C:11](=[O:10])[c:19]3[c:14]([cH:15][cH:16][cH:17][cH:18]3)[C:13]2=[O:20])[cH:3][cH:4][cH:5][cH:6]1.